This data is from the Open Reaction Database (ORD), a public repository of structured organic reaction records. The task is: describe an organic reaction: reactants, conditions, products, and yield The reactants are [BH4-], CCOC(C)=O, CO, Cl, O=Cc1ccccc1C1CC(c2csc(C3CCN(C(=O)Cn4nc(C(F)F)cc4C(F)F)CC3)n2)=NO1, [Na+]. Yields the product O=C(Cn1nc(C(F)F)cc1C(F)F)N1CCC(c2nc(C3=NOC(c4ccccc4CO)C3)cs2)CC1. As a reaction SMILES: [BH4-:39].[CH3:42][CH2:43][O:44][C:45](=[O:46])[CH3:47].[CH3:48][OH:49].[ClH:41].[F:1][CH:2]([c:3]1[n:4][n:5]([CH2:11][C:12](=[O:13])[N:14]2[CH2:15][CH2:16][CH:17]([c:20]3[s:21][cH:22][c:23]([C:25]4=[N:26][O:27][CH:28]([c:30]5[c:31]([CH:32]=[O:33])[cH:34][cH:35][cH:36][cH:37]5)[CH2:29]4)[n:24]3)[CH2:18][CH2:19]2)[c:6]([CH:8]([F:9])[F:10])[cH:7]1)[F:38].[Na+:40]>>[F:1][CH:2]([c:3]1[n:4][n:5]([CH2:11][C:12](=[O:13])[N:14]2[CH2:15][CH2:16][CH:17]([c:20]3[s:21][cH:22][c:23]([C:25]4=[N:26][O:27][CH:28]([c:30]5[c:31]([CH2:32][OH:33])[cH:34][cH:35][cH:36][cH:37]5)[CH2:29]4)[n:24]3)[CH2:18][CH2:19]2)[c:6]([CH:8]([F:9])[F:10])[cH:7]1)[F:38].